From a dataset of the Open Reaction Database (ORD), a public repository of structured organic reaction records. describe an organic reaction: reactants, conditions, products, and yield Reactants: O (water), C(=O)(N1C=NC=C1)N1C=NC=C1 (1,1'-carbonyldiimidazole), C(C=C)Br (allyl bromide), C1OC(CCCO)(C2=CC=CC=C2)OC1 (4,4-ethylenedioxy-4-phenylbutyl alcohol). Run in C(C)#N (acetonitrile). Run at time 2 hour. Product: C1OC(CCCBr)(C2=CC=CC=C2)OC1 (4,4-ethylenedioxy-4-phenylbutyl bromide). RXN SMILES: [CH2:1]1[CH2:15][O:14][C:3]([C:8]2[CH:13]=[CH:12][CH:11]=[CH:10][CH:9]=2)([CH2:4][CH2:5][CH2:6]O)[O:2]1.C(N1C=CN=C1)(N1C=CN=C1)=O.C([Br:31])C=C.O>C(#N)C>[CH2:1]1[CH2:15][O:14][C:3]([C:8]2[CH:13]=[CH:12][CH:11]=[CH:10][CH:9]=2)([CH2:4][CH2:5][CH2:6][Br:31])[O:2]1. Reported procedure: To a solution of 1.2 g of the alcohol compound obtained in 20 ml of acetonitrile were added 1.2 g of 1,1'-carbonyldiimidazole and 2.5 ml of allyl bromide. The mixture was stirred for 2 hours at room temperature and then heated under reflux for 1.5 hours. After cooling, water was added to the reaction mixture, and the mixture was extracted with diethyl ether. The ethereal layer was washed with a saturated sodium chloride aqueous solution, dried over anhydrous magnesium sulfate, and concentrated u... Reactants: ClCN(C(=O)Cl)C1=CC=C(C=C1)C (N-chloromethyl-N-(4-methylphenyl)carbamoyl chloride), FC(C(F)(F)F)(C1=CC=C(CNC(=S)NCC(F)(F)F)C=C1)F (1-(4-pentafluoroethylbenzyl)-3-(2,2,2-trifluoroethyl)thiourea). The solvent is C1(=CC=CC=C1)C (toluene), C1(=CC=CC=C1)C (toluene). Yields the product FC(CN=C1SCN(C(N1CC1=CC=C(C=C1)C(C(F)(F)F)(F)F)=O)C1=CC=C(C=C1)C)(F)F (2-(2,2,2-trifluoroethylimino)-3-(4-pentafluoroethylbenzyl)-5-(4-methylphenyl)-tetrahydro-1,3,5-thiadiazin-4-one). Yield: 43.2%. Reaction SMILES: Cl[CH2:2][N:3]([C:7]1[CH:12]=[CH:11][C:10]([CH3:13])=[CH:9][CH:8]=1)[C:4](Cl)=[O:5].[F:14][C:15]([F:36])([C:20]1[CH:35]=[CH:34][C:23]([CH2:24][NH:25][C:26]([NH:28][CH2:29][C:30]([F:33])([F:32])[F:31])=[S:27])=[CH:22][CH:21]=1)[C:16]([F:19])([F:18])[F:17]>C1(C)C=CC=CC=1>[F:31][C:30]([F:32])([F:33])[CH2:29][N:28]=[C:26]1[N:25]([CH2:24][C:23]2[CH:22]=[CH:21][C:20]([C:15]([F:14])([F:36])[C:16]([F:17])([F:18])[F:19])=[CH:35][CH:34]=2)[C:4](=[O:5])[N:3]([C:7]2[CH:12]=[CH:11][C:10]([CH3:13])=[CH:9][CH:8]=2)[CH2:2][S:27]1. Procedure details: 0.71 g of N-chloromethyl-N-(4-methylphenyl)carbamoyl chloride and 1.20 g of 1-(4-pentafluoroethylbenzyl)-3-(2,2,2-trifluoroethyl)thiourea were dissolved in 30 ml of toluene, and the solution was heated under reflux for 4 hours. After the reaction, toluene was evaporated under reduced pressure. The resulting oily product was purified by column chromatography silica gel; developing solvent hexane/ethyl acetate (10:1)]to give 0.72 g of the captioned compound. Reactants: ClC1=C(C=CC(=C1)Cl)C=1N=C(C(=NC1CC)N[C@@H]1CN(C[C@@H]1OCC)C=1SC=CN1)CC (5-(2,4-dichlorophenyl)-N-[(3R,4S)-4-ethoxy-1-(1,3-thiazol-2-yl)pyrrolidin-3-yl]-3,6-diethylpyrazin-2-amine), BrC1=NC=CC=N1 (2-bromo pyrimidine). The product is ClC1=C(C=CC(=C1)Cl)C=1N=C(C(=NC1CC)N[C@@H]1CN(C[C@@H]1OCC)C1=NC=CC=N1)CC (5-(2,4-dichlorophenyl)-N-[(3R,4S)-4-ethoxy-1-pyrimidin-2-ylpyrrolidin-3-yl]-3,6-diethylpyrazin-2-amine). Reaction SMILES: [Cl:1][C:2]1[CH:7]=[C:6]([Cl:8])[CH:5]=[CH:4][C:3]=1[C:9]1[N:10]=[C:11]([CH2:31][CH3:32])[C:12]([NH:17][C@H:18]2[C@@H:22]([O:23][CH2:24][CH3:25])[CH2:21][N:20]([C:26]3S[CH:28]=[CH:29][N:30]=3)[CH2:19]2)=[N:13][C:14]=1[CH2:15][CH3:16].Br[C:34]1N=CC=C[N:35]=1>>[Cl:1][C:2]1[CH:7]=[C:6]([Cl:8])[CH:5]=[CH:4][C:3]=1[C:9]1[N:10]=[C:11]([CH2:31][CH3:32])[C:12]([NH:17][C@H:18]2[C@@H:22]([O:23][CH2:24][CH3:25])[CH2:21][N:20]([C:26]3[N:35]=[CH:34][CH:28]=[CH:29][N:30]=3)[CH2:19]2)=[N:13][C:14]=1[CH2:15][CH3:16]. Reported procedure: Following the procedure for the preparation of 5-(2,4-dichlorophenyl)-N-[(3R,4S)-4-ethoxy-1-(1,3-thiazol-2-yl)pyrrolidin-3-yl]-3,6-diethylpyrazin-2-amine but substituting 2-bromo pyrimidine provided the title compound as an amporphous solid: 1H NMR (400 MHz, CDCl3) δ) 8.38, 7.50, 7.32, 7.26, 6.56, 5.30, 4.91, 4.25, 3.94, 3.76, 3.55, 2.73, 2.47, 1.33–1.26, 1.16; HRMS (ESI) calcd for C24H28N6OCl2+H1 487.1780. found 487.1770. Reactants: C(C)OC(=O)C=1N=C(N(C1Cl)C1CCC2=CC(=CC=C12)C1=C(C=CC=C1)C1=NN=NN1)CCCC (2-butyl-5-chloro-1-{5-[2-(1H-tetrazol-5-yl)-phenyl]-indan -1-yl}-1H-imidazole-4-carboxylic acid ethyl ester), [OH-].[Na+] (sodium hydroxide). Run in C(C)O (ethanol). Conditions: time 20 hour. Yields the product C(CCC)C=1N(C(=C(N1)C(=O)O)Cl)C1CCC2=CC(=CC=C12)C1=C(C=CC=C1)C1=NN=NN1 (2-Butyl-5-chloro-1-{5-[2-(1H-tetrazol-5-yl)-phenyl]-indan-1-yl}-1H-imidazole-4-carboxylic acid). RXN SMILES: C([O:3][C:4]([C:6]1[N:7]=[C:8]([CH2:32][CH2:33][CH2:34][CH3:35])[N:9]([CH:12]2[C:20]3[C:15](=[CH:16][C:17]([C:21]4[CH:26]=[CH:25][CH:24]=[CH:23][C:22]=4[C:27]4[NH:31][N:30]=[N:29][N:28]=4)=[CH:18][CH:19]=3)[CH2:14][CH2:13]2)[C:10]=1[Cl:11])=[O:5])C.[OH-].[Na+]>C(O)C>[CH2:32]([C:8]1[N:9]([CH:12]2[C:20]3[C:15](=[CH:16][C:17]([C:21]4[CH:26]=[CH:25][CH:24]=[CH:23][C:22]=4[C:27]4[NH:31][N:30]=[N:29][N:28]=4)=[CH:18][CH:19]=3)[CH2:14][CH2:13]2)[C:10]([Cl:11])=[C:6]([C:4]([OH:5])=[O:3])[N:7]=1)[CH2:33][CH2:34][CH3:35] |f:1.2|. Procedure details: To a solution of 2-butyl-5-chloro-1-{5-[2-(1H-tetrazol-5-yl)-phenyl]-indan -1-yl}-1H-imidazole-4-carboxylic acid ethyl ester (50 mg, 0.1 mmol)in ethanol (2 mL) was added 2N sodium hydroxide (NaOH) (0.5 mL). The reaction mixture was stirred for 20 hours, and then concentrated in vacuo. The residue was diluted with saturated aqueous NaCl (10 mL) and neutralized with concentrated acetic acid (HOAc). The aqueous solution was extracted with chloroform (CHCl3) (3×10 mL). The combined organic extracts ... The reactants are ClCCCl, O=C(O)c1ccc(Cc2cc(-c3ccc(OC(F)(F)F)cc3)n(C3CCCCC3)n2)cc1, CCN(C(C)C)C(C)C, Nc1nnn[nH]1, CN(C)C=O, O, On1nnc2ccccc21. Product: O=C(Nc1nnn[nH]1)c1ccc(Cc2cc(-c3ccc(OC(F)(F)F)cc3)n(C3CCCCC3)n2)cc1. Reaction SMILES: [CH2:64]([Cl:65])[CH2:66][Cl:67].[CH:1]1([n:7]2[n:8][c:9]([CH2:23][c:24]3[cH:25][cH:26][c:27]([C:28](=[O:29])[OH:30])[cH:31][cH:32]3)[cH:10][c:11]2-[c:12]2[cH:13][cH:14][c:15]([O:18][C:19]([F:20])([F:21])[F:22])[cH:16][cH:17]2)[CH2:2][CH2:3][CH2:4][CH2:5][CH2:6]1.[CH:50]([N:51]([CH2:52][CH3:53])[CH:54]([CH3:55])[CH3:56])([CH3:57])[CH3:58].[NH2:44][c:45]1[n:46][n:47][n:48][nH:49]1.[O:59]=[CH:60][N:61]([CH3:62])[CH3:63].[OH2:43].[OH:33][n:34]1[c:35]2[c:36]([cH:37][cH:38][cH:39][cH:40]2)[n:41][n:42]1>>[CH:1]1([n:7]2[n:8][c:9]([CH2:23][c:24]3[cH:25][cH:26][c:27]([C:28](=[O:30])[NH:44][c:45]4[n:46][n:47][n:48][nH:49]4)[cH:31][cH:32]3)[cH:10][c:11]2-[c:12]2[cH:13][cH:14][c:15]([O:18][C:19]([F:20])([F:21])[F:22])[cH:16][cH:17]2)[CH2:2][CH2:3][CH2:4][CH2:5][CH2:6]1. Reactants: COC(COC=1C2=C(N=C(N1)SC)N(C(=C2C(C(=O)N)=O)CC)CC2=CC(=CC=C2)F)=O ([[2-(methylthio)-5-(aminooxoacetyl)-6-ethyl-7-[(3-fluorophenyl)methyl]-7H-pyrrolo[2,3-d]pyrimidin-4-yl]oxy]acetic acid methyl ester), [OH-].[Na+] (sodium hydroxide). Yields the product CSC=1N=C(C2=C(N1)N(C(=C2C(C(=O)N)=O)CC)CC2=CC(=CC=C2)F)OCC(=O)O ([[2-(methylthio)-5-(aminooxoacetyl)-6-ethyl-7-[(3-fluorophenyl)methyl]-7H-pyrrolo[2,3-d]pyrimidin-4-yl]oxy]acetic acid). Reported procedure: A mixture of 260 mg (0.564 mmol) of [[2-(methylthio)-5-(aminooxoacetyl)-6-ethyl-7-[(3-fluorophenyl)methyl]-7H-pyrrolo[2,3-d]pyrimidin-4-yl]oxy]acetic acid methyl ester and 25 mL of methanol were treated with 0.42 mL of 2 M sodium hydroxide and stirred at reflux for 3 hours. The reaction was cooled to ambient temperature. The product precipitated upon addition of 1 M HCl and was collected by filtration. The solids were washed with water and dried in vacuo to provide 176 mg (73%) of [[2-(methylthi... The solvent is CO (methanol). Isolated yield 69.9%. RXN SMILES: C[O:2][C:3](=[O:32])[CH2:4][O:5][C:6]1[C:7]2[C:16]([C:17](=[O:21])[C:18]([NH2:20])=[O:19])=[C:15]([CH2:22][CH3:23])[N:14]([CH2:24][C:25]3[CH:30]=[CH:29][CH:28]=[C:27]([F:31])[CH:26]=3)[C:8]=2[N:9]=[C:10]([S:12][CH3:13])[N:11]=1.[OH-].[Na+]>CO>[CH3:13][S:12][C:10]1[N:11]=[C:6]([O:5][CH2:4][C:3]([OH:32])=[O:2])[C:7]2[C:16]([C:17](=[O:21])[C:18]([NH2:20])=[O:19])=[C:15]([CH2:22][CH3:23])[N:14]([CH2:24][C:25]3[CH:30]=[CH:29][CH:28]=[C:27]([F:31])[CH:26]=3)[C:8]=2[N:9]=1 |f:1.2|. Reactants: I\C=C\CC(CCCC)(C)O (1-iodo-4-hydroxy-4-methyl-trans-1-octene), N1C=NC=C1 (imidazole), CN(C=O)C (dimethylformamide), Cl[Si](C)(C)C (chlorotrimethylsilane). Run in CCCCCC (hexane). Reaction conditions: time 8 hour. Yields the product I\C=C\CC(CCCC)(O[Si](C)(C)C)C (1-iodo-4-methyl-4-trimethylsilyloxy-trans-1-octene). RXN SMILES: [I:1]/[CH:2]=[CH:3]/[CH2:4][C:5]([OH:11])([CH3:10])[CH2:6][CH2:7][CH2:8][CH3:9].N1C=CN=C1.CN(C)C=O.Cl[Si:23]([CH3:26])([CH3:25])[CH3:24]>CCCCCC>[I:1]/[CH:2]=[CH:3]/[CH2:4][C:5]([CH3:10])([O:11][Si:23]([CH3:26])([CH3:25])[CH3:24])[CH2:6][CH2:7][CH2:8][CH3:9]. Procedure: To a stirred mixture of 24.5 g (55.6 mmoles) of 1-iodo-4-hydroxy-4-methyl-trans-1-octene (Example 130), 13.6 g (200 mmoles) of imidazole, and 75 ml of dimethylformamide is added 10.9 g (100 mmoles) of chlorotrimethylsilane. After standing overnight the mixture is poured into 250 ml of hexane. The mixture is washed thoroughly with water followed by brine and dried over magnesium sulfate. After removal of the solvent, the product is distilled to give a colorless liquid, bp 67.5°-68° C. (0.07 mm).